The task is: describe an organic reaction: reactants, conditions, products, and yield. This data is from the Open Reaction Database (ORD), a public repository of structured organic reaction records. Starting materials: Cc1cc(Br)cc(N)c1Cl, CC#N, C=C(Cl)Cl, Cl. The product is Cc1cc(Br)cc(CC(Cl)(Cl)Cl)c1Cl. RXN SMILES: [Br:5][c:6]1[cH:7][c:8]([CH3:14])[c:9]([Cl:13])[c:10]([NH2:12])[cH:11]1.[CH3:16][C:17]#[N:18].[Cl:1][C:2](=[CH2:3])[Cl:4].[ClH:15]>>[Cl:1][C:2]([CH2:3][c:10]1[c:9]([Cl:13])[c:8]([CH3:14])[cH:7][c:6]([Br:5])[cH:11]1)([Cl:4])[Cl:15]. Reactants: Cl (hydrochloric acid), [OH-].[Na+] (sodium hydroxide), OC(CC[C@H]1[C@H](CN(CC1)CCSC1CCCCC1)C(=O)OC)C1=CC=NC2=CC=C(C=C12)OC (methyl (3R,4R)-4-[3-(R,S)-hydroxy-3-(6-methoxyquinolin-4-yl)propyl]-1-[2-(cyclohexylthio)ethyl]piperidine-3-carboxylate). The solvent is C(C)(C)OC(C)C (diisopropylether), CO (methanol), CO (methanol). Product: Cl.Cl.OC(CC[C@H]1[C@H](CN(CC1)CCSC1CCCCC1)C(=O)O)C1=CC=NC2=CC=C(C=C12)OC ((3R,4R)-4-[3-(R,S)-hydroxy-3-(6-methoxyquinolin-4-yl)propyl]-1-[2-(cyclohexylthio)ethyl]piperidine-3-carboxylic acid dihydrochloride). As a reaction SMILES: [OH:1][CH:2]([C:24]1[C:33]2[C:28](=[CH:29][CH:30]=[C:31]([O:34][CH3:35])[CH:32]=2)[N:27]=[CH:26][CH:25]=1)[CH2:3][CH2:4][C@@H:5]1[CH2:10][CH2:9][N:8]([CH2:11][CH2:12][S:13][CH:14]2[CH2:19][CH2:18][CH2:17][CH2:16][CH2:15]2)[CH2:7][C@@H:6]1[C:20]([O:22]C)=[O:21].[OH-].[Na+].[ClH:38]>CO.C(OC(C)C)(C)C>[ClH:38].[ClH:38].[OH:1][CH:2]([C:24]1[C:33]2[C:28](=[CH:29][CH:30]=[C:31]([O:34][CH3:35])[CH:32]=2)[N:27]=[CH:26][CH:25]=1)[CH2:3][CH2:4][C@@H:5]1[CH2:10][CH2:9][N:8]([CH2:11][CH2:12][S:13][CH:14]2[CH2:19][CH2:18][CH2:17][CH2:16][CH2:15]2)[CH2:7][C@@H:6]1[C:20]([OH:22])=[O:21] |f:1.2,6.7.8|. Reported procedure: 0.4 gof methyl (3R,4R)-4-[3-(R,S)-hydroxy-3-(6-methoxyquinolin-4-yl)propyl]-1-[2-(cyclohexylthio)ethyl]piperidine-3-carboxylate was heated in 3 cm3 of methanol to which had been added 0.48 cm3 of 5N aqueous sodium hydroxide solution under an inert atmosphere for 16 hours. After concentrating the reaction mass under reduced pressure (5 kPa) at a temperature in the region of 40° C., the residue obtained was taken up in 5 cm3 of 6N hydrochloric acid and then 2.5 cm3 of methanol. The brown solution ... As a reaction SMILES: [CH3:1][c:2]1[cH:3][cH:4][c:5]([S:8](=[O:9])(=[O:10])[NH2:11])[cH:6][n:7]1.[CH:23]([Cl:24])([Cl:25])[Cl:26].[OH:12][O:13][C:14]([c:15]1[cH:16][c:17]([Cl:18])[cH:19][cH:20][cH:21]1)=[O:22]>>[CH3:1][c:2]1[cH:3][cH:4][c:5]([S:8](=[O:9])(=[O:10])[NH2:11])[cH:6][n+:7]1[O-:12]. Reactants: Cc1ccc(S(N)(=O)=O)cn1, ClC(Cl)Cl, O=C(OO)c1cccc(Cl)c1. The product is Cc1ccc(S(N)(=O)=O)c[n+]1[O-].